This data is from the Open Reaction Database (ORD), a public repository of structured organic reaction records. The task is: describe an organic reaction: reactants, conditions, products, and yield Reactants: C(C)(=O)OC(C)=O (acetic anhydride), C(C)(=O)OCC (ethyl acetate), C(C)(=O)OC(C)=O (Acetic anhydride), C1(CC1)C(C1=C(C=CC=C1)NS(=O)(=O)NC(=O)NC1=NC(=CC(=N1)OC)OC)O (1-[(α-cyclopropyl-α-hydroxy-o-tolyl)sulfamoyl]-3-(4,6-dimethoxy-2-pyrimidinyl)urea). Solvent: hexanes, N1=CC=CC=C1 (pyridine), O (water). Conditions: time 18 hour. Yields the product C(C)(=O)O.C1(CC1)C(C1=C(C=CC=C1)NS(=O)(=O)NC(=O)NC1=NC(=CC(=N1)OC)OC)O (1-{[o-(cyclopropylhydroxymethyl)phenyl]sulfamoyl}-3-(4,6-dimethoxy-2-pyrimidinyl)urea acetate). Yield: 23.0%. RXN SMILES: [C:1]([O:4]C(=O)C)(=[O:3])[CH3:2].[CH:8]1([CH:11]([OH:36])[C:12]2[CH:17]=[CH:16][CH:15]=[CH:14][C:13]=2[NH:18][S:19]([NH:22][C:23]([NH:25][C:26]2[N:31]=[C:30]([O:32][CH3:33])[CH:29]=[C:28]([O:34][CH3:35])[N:27]=2)=[O:24])(=[O:21])=[O:20])[CH2:10][CH2:9]1.C(OCC)(=O)C>N1C=CC=CC=1.O>[C:1]([OH:4])(=[O:3])[CH3:2].[CH:8]1([CH:11]([OH:36])[C:12]2[CH:17]=[CH:16][CH:15]=[CH:14][C:13]=2[NH:18][S:19]([NH:22][C:23]([NH:25][C:26]2[N:31]=[C:30]([O:32][CH3:33])[CH:29]=[C:28]([O:34][CH3:35])[N:27]=2)=[O:24])(=[O:21])=[O:20])[CH2:10][CH2:9]1 |f:5.6|. Reported procedure: Acetic anhydride (0.18 mL, 0.19 g, 1.9 mmol) is added to a mixture of 1-[(α-cyclopropyl-α-hydroxy-o-tolyl)sulfamoyl]-3-(4,6-dimethoxy-2-pyrimidinyl)urea (0.40 g, 0.9 mmol) in pyridine. The reaction mixture is stirred at room temperature for 18 hours, treated with additional acetic anhydride (0.27 mL, 2.9 mmol), stirred for 5 hours, diluted with water and extracted with ether. The combined organic extracts are dried over anhydrous sodium sulfate and concentrated in vacuo to obtain a residue. Flas...